From a dataset of the Open Reaction Database (ORD), a public repository of structured organic reaction records. describe an organic reaction: reactants, conditions, products, and yield The reactants are ClC(C(C)=O)C1OCCO1 (2-(1-chloro-2-oxopropyl)dioxolane), Cl.C(C)(=N)N (acetamidine hydrochloride), C(C)(=O)[O-].[Na+] (sodium acetate). Run in C(C)(C)(C)O (t-butanol). Yields the product C(C)(=O)C=1N=C(NC1)C (4-Acetyl-2-methylimidazole). Reaction SMILES: Cl[CH:2]([CH:6]1OCCO1)[C:3](=[O:5])[CH3:4].Cl.[C:12]([NH2:15])(=[NH:14])[CH3:13].C([O-])(=O)C.[Na+]>C(O)(C)(C)C>[C:3]([C:2]1[N:14]=[C:12]([CH3:13])[NH:15][CH:6]=1)(=[O:5])[CH3:4] |f:1.2,3.4|. Procedure details: A mixture of 1.64 g (10 mmole) 2-(1-chloro-2-oxopropyl)dioxolane, 1.89 g (20 mmole) acetamidine hydrochloride, 2.46 g (30 mmole) sodium acetate and 20 ml t-butanol is heated at reflux for 24 hours and the product isolated as in Part A. Reactants: C(C)(C)(C)OC(=O)N1CC(CCC1)C(=O)O (rac-N-(t-butoxycarbonyl)piperidine-3-carboxylic acid), C1(=CC=C(C=C1)S(=O)(=O)O)C.C(C1=CC=CC=C1)OC(CCN)=O (β-alanine benzyl ester p-toluenesulphonate), CN1CCOCC1 (N-methylmorpholine), ClC=1C(=NN=NC1OC)OC (chlorodimethoxytriazine), CN1CCOCC1 (N-methyl-morpholine). Solvent: C1CCOC1 (THF). The product is C(C1=CC=CC=C1)OC(CCNC(=O)C1CN(CCC1)C(=O)OC(C)(C)C)=O (rac-N-[[1-(t-butoxycarbonyl)-3-piperidinyl]-carbonyl]-β-alanine benzyl ester). As a reaction SMILES: [C:1]([O:5][C:6]([N:8]1[CH2:13][CH2:12][CH2:11][CH:10]([C:14]([OH:16])=O)[CH2:9]1)=[O:7])([CH3:4])([CH3:3])[CH3:2].ClC1C(OC)=NN=NC=1OC.CN1CCOCC1.C1(C)C=CC(S(O)(=O)=O)=CC=1.[CH2:46]([O:53][C:54](=[O:58])[CH2:55][CH2:56][NH2:57])[C:47]1[CH:52]=[CH:51][CH:50]=[CH:49][CH:48]=1>C1COCC1>[CH2:46]([O:53][C:54](=[O:58])[CH2:55][CH2:56][NH:57][C:14]([CH:10]1[CH2:11][CH2:12][CH2:13][N:8]([C:6]([O:5][C:1]([CH3:2])([CH3:3])[CH3:4])=[O:7])[CH2:9]1)=[O:16])[C:47]1[CH:52]=[CH:51][CH:50]=[CH:49][CH:48]=1 |f:3.4|. Procedure details: rac-N-(t-butoxycarbonyl)piperidine-3-carboxylic acid (Can. J. Physiol. Pharmacol. 57, 1979, 763) in THF was activated with chlorodimethoxytriazine and N-methyl-morpholine and then coupled with β-alanine benzyl ester p-toluenesulphonate (J. Org. Chem. 17, 1952, 1564) and N-methylmorpholine to give rac-N-[[1-(t-butoxycarbonyl)-3-piperidinyl]-carbonyl]-β-alanine benzyl ester, m.p. 57°-59° C. Starting materials: CN(CCC#N)C (β-dimethylaminopropionitrile), CN(CCC#N)C (β-dimethylaminoproprionitrile), C1=CC=CC=C1 (benzol), C#C (acetylene), C#C (acetylene). Reagents/catalysts: [CH-]1C=CC=C1.[CH-]1C=CC=C1.[Co+2] (cobaltocene). Reaction conditions: temperature 170 celsius. Yields the product CN(CCC1=NC=CC=C1)C (2-(β-dimethylaminoethyl)-pyridine). As a reaction SMILES: [CH3:1][N:2]([CH3:7])[CH2:3][CH2:4][C:5]#[N:6].C#C.[CH:10]1[CH:15]=CC=[CH:12][CH:11]=1>[CH-]1C=CC=C1.[CH-]1C=CC=C1.[Co+2]>[CH3:1][N:2]([CH3:7])[CH2:3][CH2:4][C:5]1[CH:12]=[CH:11][CH:10]=[CH:15][N:6]=1 |f:3.4.5|. Procedure: 1.0 gm. of cobaltocene (0.005 mole) and 71.5 gm. of β-dimethylaminopropionitrile (0.7 mole) was saturated with 12 atm. of acetylene at 20° C. (as in Example 13) and heated to 170° C. The admixture was stirred for another hour at a constant acetylene pressure of 12 atm. after a pressure drop to 11 atm. Upon distillative processing of the reaction product, 4.4 gm. of benzol, 5 gm. of β-dimethylaminoproprionitrile and 80.1 gm. of 2-(β-dimethylaminoethyl)-pyridine were obtained. This corresponded to... Reactants: [H-].[H-].[H-].[H-].[Li+].[Al+3] (LAH), C(C)(C)(C)OC(NC1CCN(CC1)CC1=CC=CC=C1)=O ((1-Benzyl-piperidin-4-yl)-carbamic acid tert-butyl ester), O (water), [OH-].[Na+] (sodium hydroxide), O (water). Solvent: C1CCOC1 (THF), C(C)(=O)OCC (Ethyl acetate). Product: C(C1=CC=CC=C1)N1CCC(CC1)NC ((1-Benzyl-piperidin-4-yl)-methyl-amine). RXN SMILES: [H-].[H-].[H-].[H-].[Li+].[Al+3].C(O[C:12](=O)[NH:13][CH:14]1[CH2:19][CH2:18][N:17]([CH2:20][C:21]2[CH:26]=[CH:25][CH:24]=[CH:23][CH:22]=2)[CH2:16][CH2:15]1)(C)(C)C.O.[OH-].[Na+]>C1COCC1.C(OCC)(=O)C>[CH2:20]([N:17]1[CH2:18][CH2:19][CH:14]([NH:13][CH3:12])[CH2:15][CH2:16]1)[C:21]1[CH:22]=[CH:23][CH:24]=[CH:25][CH:26]=1 |f:0.1.2.3.4.5,8.9|. Reported procedure: To a suspension of LAH (0.5 g, 5 eq) in THF (10 mL), was added 7a and the mixture was refluxed for 72 h. After allowing the reaction mix to cool down to room temperature, 0.5 mL of water, 1 mL of 1 M sodium hydroxide and 1.5 mL of water were added slowly and sequentially. Ethyl acetate was added and the mixture was filtered. Removal of the solvent gave 0.36 g (66% on both steps) of 7b as an oil which was used without further purification on the next step. Reactants: [OH-].[Na+] (sodium hydroxide), COC(N[N+](=O)[O-])=N (O-methyl-N-nitroisourea), C(C)(=O)O (acetic acid), NCC1=CN=C(S1)Cl (5-(aminomethyl)-2-chlorothiazole). Solvent: O (water). Conditions: time 2 hour. Yields the product COC(NCC1=CN=C(S1)Cl)=N[N+](=O)[O-] (O-methyl-N-(2-chloro-5-thiazolylmethyl)-N'-nitroisourea). Isolated yield 45.9%. RXN SMILES: [CH3:1][O:2][C:3](=[NH:8])[NH:4][N+:5]([O-:7])=[O:6].C(O)(=O)C.N[CH2:14][C:15]1[S:19][C:18]([Cl:20])=[N:17][CH:16]=1.[OH-].[Na+]>O>[CH3:1][O:2][C:3](=[N:4][N+:5]([O-:7])=[O:6])[NH:8][CH2:14][C:15]1[S:19][C:18]([Cl:20])=[N:17][CH:16]=1 |f:3.4|. Procedure details: O-methyl-N-nitroisourea (3.0 g, 0.0252 mol), acetic acid (1.5 ml, 0.0262 mol, 10.4 equivalents), and 5-(aminomethyl)-2-chlorothiazole (93% purity, 4.4 g, 0.0275 mol, 1.09 equivalents) were added to water (55 ml) in this order at 24° C. The reaction mixture was adjusted to pH 7 with 30% aqueous sodium hydroxide solution. The mixture was stirred at room temperature for 2 hours and then extracted with dichloromethane. The extract was dried over anhydrous magnesium sulfate and concentrated under red...